From a dataset of the Open Reaction Database (ORD), a public repository of structured organic reaction records. describe an organic reaction: reactants, conditions, products, and yield The reactants are C[SiH](C)OC(c1cncc(C(O)c2ncn3ccsc23)c1)C(C)(C)C, ClCCl. The product is C[SiH](C)OC(c1cncc(C(=O)c2ncn3ccsc23)c1)C(C)(C)C. As a reaction SMILES: [C:1]([CH3:2])([CH3:3])([CH3:4])[CH:5]([c:6]1[cH:7][c:8]([CH:12]([c:13]2[n:14][cH:15][n:16]3[c:17]2[s:18][cH:19][cH:20]3)[OH:21])[cH:9][n:10][cH:11]1)[O:22][SiH:23]([CH3:24])[CH3:25].[Cl:26][CH2:27][Cl:28]>>[C:1]([CH3:2])([CH3:3])([CH3:4])[CH:5]([c:6]1[cH:7][c:8]([C:12]([c:13]2[n:14][cH:15][n:16]3[c:17]2[s:18][cH:19][cH:20]3)=[O:21])[cH:9][n:10][cH:11]1)[O:22][SiH:23]([CH3:24])[CH3:25]. Starting materials: CN(CCN(C1=CC=CC(=N1)/C=C/C(=O)OCC)CC1=CC=C(C=C1)OC)C ((E)-ethyl 3-(6-(N-(2-dimethylaminoethyl)-4-methoxybenzylamino)-2-pyridyl)acrylate). Run in CO (methanol), [OH-].[K+] (potassium hydroxide). Reaction conditions: time 8 hour. The product is CN(CCN(C1=CC=CC(=N1)/C=C/C(=O)O)CC1=CC=C(C=C1)OC)C ((E)-3-(6-(N-(2-dimethylaminoethyl)-4-methoxybenzylamino)-2-pyridyl)acrylic acid). As a reaction SMILES: [CH3:1][N:2]([CH3:28])[CH2:3][CH2:4][N:5]([CH2:19][C:20]1[CH:25]=[CH:24][C:23]([O:26][CH3:27])=[CH:22][CH:21]=1)[C:6]1[N:11]=[C:10](/[CH:12]=[CH:13]/[C:14]([O:16]CC)=[O:15])[CH:9]=[CH:8][CH:7]=1>CO.[OH-].[K+]>[CH3:28][N:2]([CH3:1])[CH2:3][CH2:4][N:5]([CH2:19][C:20]1[CH:21]=[CH:22][C:23]([O:26][CH3:27])=[CH:24][CH:25]=1)[C:6]1[N:11]=[C:10](/[CH:12]=[CH:13]/[C:14]([OH:16])=[O:15])[CH:9]=[CH:8][CH:7]=1 |f:2.3|. Procedure details: The ester from above (297 mg, 0.77 mmol) was dissolved in 10 mL of methanol with 4 mL of 1M potassium hydroxide and stirred overnight at room temperature. The solvent was removed under vacuum and the residue was redissolved in 20 mL of water and extracted with two 20 mL portions of ether. The aqueous layer was adjusted to a pH of 7 with 1M hydrochloric acid and the powdery precipitate was collected by filtration to give 165 mg of (E)-3-(6-(N-(2-dimethylaminoethyl)-4-methoxybenzylamino)-2-pyridyl... The reactants are NS(=O)(=O)Cl, CC1(C)OC2C(CO)OC(n3cnc4c(NS(=O)(=O)c5ccccc5)ncnc43)C2O1. Product: CC1(C)OC2C(COS(N)(=O)=O)OC(n3cnc4c(NS(=O)(=O)c5ccccc5)ncnc43)C2O1. Reaction SMILES: [Cl:32][S:33](=[O:34])(=[O:35])[NH2:36].[OH:1][CH2:2][CH:3]1[O:4][CH:5]([n:13]2[c:14]3[n:15][cH:16][n:17][c:18]([NH:22][S:23](=[O:24])(=[O:25])[c:26]4[cH:27][cH:28][cH:29][cH:30][cH:31]4)[c:19]3[n:20][cH:21]2)[CH:6]2[CH:7]1[O:8][C:9]([CH3:11])([CH3:12])[O:10]2>>[O:1]([CH2:2][CH:3]1[O:4][CH:5]([n:13]2[c:14]3[n:15][cH:16][n:17][c:18]([NH:22][S:23](=[O:24])(=[O:25])[c:26]4[cH:27][cH:28][cH:29][cH:30][cH:31]4)[c:19]3[n:20][cH:21]2)[CH:6]2[CH:7]1[O:8][C:9]([CH3:11])([CH3:12])[O:10]2)[S:33](=[O:34])(=[O:35])[NH2:36]. Starting materials: C1(=CC=CC=C1)S(=O)(=O)C1=CC=C(CP(OC)(OC)=O)C=C1 (dimethyl [4-(phenylsulfonyl)benzyl]phosphonate), FC1=C(C=O)C=CC=C1 (2-fluorobenzaldehyde). Yields the product FC1=C(C=CC=C1)\C=C\C1=CC=C(C=C1)S(=O)(=O)C1=CC=CC=C1 (1-fluoro-2-{(E)-2-[4-(phenylsulfonyl)phenyl]vinyl}benzene). RXN SMILES: [C:1]1([S:7]([C:10]2[CH:22]=[CH:21][C:13]([CH2:14]P(=O)(OC)OC)=[CH:12][CH:11]=2)(=[O:9])=[O:8])[CH:6]=[CH:5][CH:4]=[CH:3][CH:2]=1.[F:23][C:24]1[CH:31]=[CH:30][CH:29]=[CH:28][C:25]=1[CH:26]=O>>[F:23][C:24]1[CH:31]=[CH:30][CH:29]=[CH:28][C:25]=1/[CH:26]=[CH:14]/[C:13]1[CH:21]=[CH:22][C:10]([S:7]([C:1]2[CH:6]=[CH:5][CH:4]=[CH:3][CH:2]=2)(=[O:9])=[O:8])=[CH:11][CH:12]=1. Procedure: The title compound was prepared from dimethyl [4-(phenylsulfonyl)benzyl]phosphonate (Step 2) and 2-fluorobenzaldehyde according to the method of Example 46 Step 5. δH (500 MHz, CDCl3): 7.97–7.92 (4H, m), 7.63–7.55 (4H, m), 7.52–7.49 (2H, m), 7.35 (1H, d, J=16.5 Hz), 7.30–7.25 (1H, m), 7.18–7.14 (2H, m), 7.10–7.06 (1H, m). The reactants are ClC(=O)OC=C (vinyl chloroformate), C(C(=C)C)(=O)Cl (methacryloyl chloride), N#N (N2), NCCO (2-aminoethanol), C1(O)=CC=C(O)C=C1 (hydroquinone), 2-hydroxyethyl vinyl carbamate, C1(O)=CC=C(O)C=C1 (hydroquinone). Run in C(Cl)(Cl)Cl (chloroform), C(Cl)(Cl)Cl (chloroform), C(Cl)(Cl)Cl (chloroform), C(Cl)(Cl)Cl (chloroform), N1=CC=CC=C1 (pyridine), N1=CC=CC=C1 (pyridine). Conditions: time 8 hour. Product: C(N)(OC=CCCOC(C(=C)C)=O)=O (methacryloxyethylvinyl carbamate). As a reaction SMILES: [N:1]#N.NC[CH2:5][OH:6].[C:7]1([CH:14]=[CH:13][C:11]([OH:12])=CC=1)[OH:8].ClC(OC=C)=O.[C:21](Cl)(=[O:25])[C:22]([CH3:24])=[CH2:23]>C(Cl)(Cl)Cl.N1C=CC=CC=1>[C:5](=[O:6])([O:12][CH:11]=[CH:13][CH2:14][CH2:7][O:8][C:21](=[O:25])[C:22]([CH3:24])=[CH2:23])[NH2:1]. Procedure: A 1 liter round bottom flask equipped with a reflux condenser, a mechanical stirrer, a thermometer, a dropping funnel and an efficient N2 blanket, is charged with 30.5 g (0.5 mole) 2-aminoethanol, 100 mg of hydroquinone, 43.6 g of pyridine and 600 ml of chloroform. The contents are cooled down to between 0 and 5 degrees C. Through the dropping funnel, 50.6 g (0.5 mole) of vinyl chloroformate in 100 ml of chloroform is added into the reaction flask at a rate such that the temperature is maintaine... The reactants are CCOCC (Ether), COC(=O)C1CC2=CC=C(C=C2C1)S (5-Mercapto-indan-2-carboxylic acid methyl ester), ClCC1=C(N=C(S1)C1=CC=C(C=C1)C(F)(F)F)C.[Cl-] (chloride 5-chloromethyl-4-methyl-2-(4-trifluoromethyl-phenyl)-thiazole), C(=O)([O-])[O-].[Cs+].[Cs+] (Cs2CO3). Solvent: O (H2O), C(C)#N (acetonitrile). Conditions: time 8 hour. The product is COC(=O)C1CC2=CC=CC=C2C1 (Indan-2-carboxylic acid methyl ester). Isolated yield 68.4%. As a reaction SMILES: [CH3:1][O:2][C:3]([CH:5]1[CH2:13][C:12]2[C:7](=[CH:8][CH:9]=[C:10](S)[CH:11]=2)[CH2:6]1)=[O:4].ClCC1SC(C2C=CC(C(F)(F)F)=CC=2)=NC=1C.[Cl-].C([O-])([O-])=O.[Cs+].[Cs+].CCOCC>C(#N)C.O>[CH3:1][O:2][C:3]([CH:5]1[CH2:13][C:12]2[C:7](=[CH:8][CH:9]=[CH:10][CH:11]=2)[CH2:6]1)=[O:4] |f:1.2,3.4.5|. Procedure: Compound 1C (crude mixture from above, 830 mg) was dissolved in acetonitrile (80 mL) with the chloride 5-chloromethyl-4-methyl-2-(4-trifluoromethyl-phenyl)-thiazole (0.50 g, 1.71 mmol) and Cs2CO3 (2.37 g, 7.27 mmol) The reaction mixture was stirred at RT overnight. Ether (50 mL) and H2O were added and stirring was continued for another 5 min. The layers were separated and the aqueous layer was extracted with ether (2×100 mL). The combined organics was dried over MgSO4 and concentrated to an oil.... The reactants are NC1=C(C=CC(=C1N)OC)CCN(C)C (N-[2-(2,3-diamino-4-methoxyphenyl)ethyl]-N,N-dimethylamine), C(C)(=O)O (acetic acid). Product: COC1=CC=C(C2=C1N=C(N2)C)CCN(C)C (7-methoxy-4-[2-(N,N-dimethylamino)ethyl]-2-methylbenzimidazole). RXN SMILES: [NH2:1][C:2]1[C:7]([NH2:8])=[C:6]([O:9][CH3:10])[CH:5]=[CH:4][C:3]=1[CH2:11][CH2:12][N:13]([CH3:15])[CH3:14].[C:16](O)(=O)[CH3:17]>>[CH3:10][O:9][C:6]1[C:7]2[N:8]=[C:16]([CH3:17])[NH:1][C:2]=2[C:3]([CH2:11][CH2:12][N:13]([CH3:15])[CH3:14])=[CH:4][CH:5]=1. Procedure: 0.6 g of N-[2-(2,3-diamino-4-methoxyphenyl)ethyl]-N,N-dimethylamine is heated under reflux with 10 ml of acetic acid for 3 hours. The reaction mixture is concentrated, taken up in ethyl acetate, and extracted by shaking with sodium bicarbonate solution. The organic phase is separated, dried with sodium sulfate, and concentrated, thus obtaining 286 mg of 7-methoxy-4-[2-(N,N-dimethylamino)ethyl]-2-methylbenzimidazole as an oil.